From a dataset of the Open Reaction Database (ORD), a public repository of structured organic reaction records. describe an organic reaction: reactants, conditions, products, and yield Starting materials: ClC=1C=NC=CC1CO (3-chloro-4-hydoxymethylpyridine), [O-]S(=O)(=O)[O-].[Ca+2] (Drierite), S(=O)(Cl)Cl (thionyl chloride), N#N (N2). The product is Cl.ClC=1C=NC=CC1CCl (3-Chloro-4-chloromethylpyridine hydrochloride). Reaction SMILES: [Cl:1][C:2]1[CH:3]=[N:4][CH:5]=[CH:6][C:7]=1[CH2:8]O.S(Cl)([Cl:12])=O.N#N.[O-]S([O-])(=O)=O.[Ca+2]>>[ClH:1].[Cl:1][C:2]1[CH:3]=[N:4][CH:5]=[CH:6][C:7]=1[CH2:8][Cl:12] |f:3.4,5.6|. Reported procedure: Solid 3-chloro-4-hydoxymethylpyridine (33.8 g, 0.235 mol) was added cautiously over 8 min to stirred thionyl chloride (72 ml, 0.706 mol) cooled in an ice bath and under a stream of N2. After addition the yellow solution was heated in an oil bath at 50° and protected under a tube of Drierite. After 30 min the solution was removed from the oil bath, allowed to cool to ambient temperature, and poured into a flask of stirred anhydrous ether (1,000 ml).